This data is from the Open Reaction Database (ORD), a public repository of structured organic reaction records. The task is: describe an organic reaction: reactants, conditions, products, and yield Starting materials: CCC(=O)Cl, CCOCC, COc1cc(N)c2c(c1)OC(C)C2. Product: CCC(=O)Nc1cc(OC)cc2c1CC(C)O2. As a reaction SMILES: [C:14]([CH2:15][CH3:16])(=[O:17])[Cl:18].[CH2:19]([O:20][CH2:21][CH3:22])[CH3:23].[CH3:1][O:2][c:3]1[cH:4][c:5]2[c:6]([c:11]([NH2:13])[cH:12]1)[CH2:7][CH:8]([CH3:10])[O:9]2>>[CH3:1][O:2][c:3]1[cH:4][c:5]2[c:6]([c:11]([NH:13][C:14]([CH2:15][CH3:16])=[O:17])[cH:12]1)[CH2:7][CH:8]([CH3:10])[O:9]2.